From a dataset of the Open Reaction Database (ORD), a public repository of structured organic reaction records. describe an organic reaction: reactants, conditions, products, and yield The reactants are [OH-].[Na+] (sodium hydroxide), N1(CCCCC1)CCCOC1=CC=C(C=O)C=C1 (4-(3-Piperidin-1-yl-propoxy)-benzaldehyde), COC=1C=C(C=CC1OC)CCNC ([2-(3,4-dimethoxy-phenyl)-ethyl]-methyl-amine), C(C)(=O)O[BH-](OC(C)=O)OC(C)=O.[Na+] (sodium triacetoxyborohydride), C(Cl)Cl (DCM). Run in C(C)(=O)O (acetic acid). Run at time 16 hour. Product: N.C(Cl)Cl (ammonia DCM), COC=1C=C(C=CC1OC)CCN(CC1=CC=C(C=C1)OCCCN1CCCCC1)C ([2-(3,4-Dimethoxy-phenyl)-ethyl]-methyl-[4-(3-piperidin-1-yl-propoxy)-benzyl]-amine). Yield: 1.0%. Reaction SMILES: [N:1]1([CH2:7][CH2:8][CH2:9][O:10][C:11]2[CH:18]=[CH:17][C:14]([CH:15]=O)=[CH:13][CH:12]=2)[CH2:6][CH2:5][CH2:4][CH2:3][CH2:2]1.[CH3:19][O:20][C:21]1[CH:22]=[C:23]([CH2:29][CH2:30][NH:31][CH3:32])[CH:24]=[CH:25][C:26]=1[O:27][CH3:28].C(O[BH-](OC(=O)C)OC(=O)C)(=O)C.[Na+].[OH-].[Na+].[CH2:49]([Cl:51])[Cl:50]>C(O)(=O)C>[NH3:1].[CH2:49]([Cl:51])[Cl:50].[CH3:19][O:20][C:21]1[CH:22]=[C:23]([CH2:29][CH2:30][N:31]([CH3:32])[CH2:15][C:14]2[CH:17]=[CH:18][C:11]([O:10][CH2:9][CH2:8][CH2:7][N:1]3[CH2:6][CH2:5][CH2:4][CH2:3][CH2:2]3)=[CH:12][CH:13]=2)[CH:24]=[CH:25][C:26]=1[O:27][CH3:28] |f:2.3,4.5,8.9|. Procedure details: A solution of the product of Example 9 (214 mg), [2-(3,4-dimethoxy-phenyl)-ethyl]-methyl-amine (170 mg), and acetic acid (0.05 mL) in DCM (3 mL) was treated with sodium triacetoxyborohydride (300 mg). After 16 h, the resulting mixture was treated with 10% sodium hydroxide (5 mL) and extracted with DCM (3×10 mL). The combined organic phases were dried (sodium sulfate) and evaporated. Chromatography of the residue (1-5% 2 M methanolic ammonia/DCM) gave the title compound as a colorless oil (350 mg... Reactants: ClC=1N=NC(=CC1)OCC=1N(N=NC1C)C1=CC=C(C=C1)F (3-chloro-6-[3-(4-fluoro-phenyl)-5-methyl-3H-[1,2,3]triazol-4-ylmethoxy]-pyridazine), C(C)O (ethanol), C([O-])([O-])=O.[Na+].[Na+] (sodium carbonate). Reagents/catalysts: C1(=CC=CC=C1)P([C-]1C=CC=C1)C1=CC=CC=C1.[C-]1(C=CC=C1)P(C1=CC=CC=C1)C1=CC=CC=C1.[Fe+2] (1,1′-bis(diphenylphosphino) ferrocene), C(C)(=O)[O-].[Pd+2].C(C)(=O)[O-] (palladium(II) acetate). Run at temperature 50 celsius. The product is C(C)OC(=O)C=1N=NC(=CC1)OCC=1N(N=NC1C)C1=CC=C(C=C1)F (6-[3-(4-Fluoro-phenyl)-5-methyl-3H-[1,2,3]triazol-4-ylmethoxy]-pyridazine-3-carboxylic acid ethyl ester). Yield: 93.0%. RXN SMILES: Cl[C:2]1[N:3]=[N:4][C:5]([O:8][CH2:9][C:10]2[N:11]([C:16]3[CH:21]=[CH:20][C:19]([F:22])=[CH:18][CH:17]=3)[N:12]=[N:13][C:14]=2[CH3:15])=[CH:6][CH:7]=1.[C:23](=[O:26])([O-])[O-:24].[Na+].[Na+].[CH2:29](O)[CH3:30]>C1(P(C2C=CC=CC=2)[C-]2C=CC=C2)C=CC=CC=1.[C-]1(P(C2C=CC=CC=2)C2C=CC=CC=2)C=CC=C1.[Fe+2].C([O-])(=O)C.[Pd+2].C([O-])(=O)C>[CH2:29]([O:24][C:23]([C:2]1[N:3]=[N:4][C:5]([O:8][CH2:9][C:10]2[N:11]([C:16]3[CH:21]=[CH:20][C:19]([F:22])=[CH:18][CH:17]=3)[N:12]=[N:13][C:14]=2[CH3:15])=[CH:6][CH:7]=1)=[O:26])[CH3:30] |f:1.2.3,5.6.7,8.9.10|. Reported procedure: To a suspension of 3-chloro-6-[3-(4-fluoro-phenyl)-5-methyl-3H-[1,2,3]triazol-4-ylmethoxy]-pyridazine (696 mg, 2.18 mmol) in ethanol (11 mL) was added sodium carbonate (231 mg, 2.18 mmol) followed by 1,1′-bis(diphenylphosphino) ferrocene (121 mg, 0.22 mmol) and palladium(II) acetate (49 mg, 0.22 mmol). The reaction flask was filled with Ar three times after a short evacuation. The fourth time the flask was flushed with CO-gas (balloon). The mixture was stirred under CO atmosphere at 50° C. over ... Starting materials: O=Cc1ccc(Cl)c(Cl)c1, O=c1cc(N2CCNCC2)nc[nH]1. Yields the product O=c1cc(N2CCN(Cc3ccc(Cl)c(Cl)c3)CC2)nc[nH]1. Reaction SMILES: [Cl:14][c:15]1[cH:16][c:17]([CH:18]=[O:19])[cH:20][cH:21][c:22]1[Cl:23].[N:1]1([c:7]2[cH:8][c:9](=[O:13])[nH:10][cH:11][n:12]2)[CH2:2][CH2:3][NH:4][CH2:5][CH2:6]1>>[N:1]1([c:7]2[cH:8][c:9](=[O:13])[nH:10][cH:11][n:12]2)[CH2:2][CH2:3][N:4]([CH2:18][c:17]2[cH:16][c:15]([Cl:14])[c:22]([Cl:23])[cH:21][cH:20]2)[CH2:5][CH2:6]1. The product is CC(C)(C)OC(=O)N1CCC(c2ccc(Br)cc2O)C1. RXN SMILES: [C:5]([CH3:6])([CH3:7])([CH3:8])[O:9][C:10](=[O:11])[N:12]1[CH2:13][CH:14]([c:17]2[c:18]([O:24][CH3:25])[cH:19][c:20]([Br:23])[cH:21][cH:22]2)[CH2:15][CH2:16]1.[CH2:1]([S-:2])[CH3:3].[K+:31].[Na+:32].[Na+:33].[Na+:4].[O-:34][S:35]([O-:36])(=[O:37])=[O:38].[O:40]=[CH:41][N:42]([CH3:43])[CH3:44].[OH2:39].[S:26](=[O:27])(=[O:28])([OH:29])[O-:30]>>[C:5]([CH3:6])([CH3:7])([CH3:8])[O:9][C:10](=[O:11])[N:12]1[CH2:13][CH:14]([c:17]2[c:18]([OH:24])[cH:19][c:20]([Br:23])[cH:21][cH:22]2)[CH2:15][CH2:16]1. Reactants: COc1cc(Br)ccc1C1CCN(C(=O)OC(C)(C)C)C1, CC[S-], [K+], [Na+], [Na+], [Na+], O=S(=O)([O-])[O-], CN(C)C=O, O, O=S(=O)([O-])O. The reactants are C1(=CC=CC=C1)CC(=O)NCCC=1C=CC=C2C=CC(=CC12)C(=O)Cl (8-{2-[(2-Phenylacetyl)amino]ethyl}-2-naphthalenecarbonyl chloride), [N-]=[N+]=[N-].[Na+] (sodium azide), FC(C(=O)O)(F)F (trifluoroacetic acid), C([O-])([O-])=O.[K+].[K+] (potassium carbonate). Reagents/catalysts: [Br-].C(CCC)[N+](CCCC)(CCCC)CCCC (tetrabutylammonium bromide). Solvent: ClCCl (dichloromethane), O (water), O (water). Conditions: temperature 0 celsius, time 2 hour. Product: NC1=CC=C2C=CC=C(C2=C1)CCNC(CC1=CC=CC=C1)=O (N-[2-(7-Amino-1-naphthyl)ethyl]-2-phenylacetamide). As a reaction SMILES: [C:1]1([CH2:7][C:8]([NH:10][CH2:11][CH2:12][C:13]2[CH:14]=[CH:15][CH:16]=[C:17]3[C:22]=2[CH:21]=[C:20](C(Cl)=O)[CH:19]=[CH:18]3)=[O:9])[CH:6]=[CH:5][CH:4]=[CH:3][CH:2]=1.[N-:26]=[N+]=[N-].[Na+].FC(F)(F)C(O)=O.C(=O)([O-])[O-].[K+].[K+]>ClCCl.[Br-].C([N+](CCCC)(CCCC)CCCC)CCC.O>[NH2:26][C:20]1[CH:21]=[C:22]2[C:17]([CH:16]=[CH:15][CH:14]=[C:13]2[CH2:12][CH2:11][NH:10][C:8](=[O:9])[CH2:7][C:1]2[CH:6]=[CH:5][CH:4]=[CH:3][CH:2]=2)=[CH:18][CH:19]=1 |f:1.2,4.5.6,8.9|. Reported procedure: A solution of the product obtained in Step D (20 mmol) in dichloromethane (30 ml) containing tetrabutylammonium bromide (20 mg) is cooled in an ice bath. After adding sodium azide (24 mmol) dissolved in 5 ml of water, the solution is stirred vigorously at 0° C. for 2 hours. The organic phase is separated off, washed with water (2×5 ml) and dried over magnesium sulphate. After filtration, trifluoroacetic acid (30 mmol) is added and the solution is stirred under reflux for 60 hours. After cooling,...